Dataset: the Open Reaction Database (ORD), a public repository of structured organic reaction records. Task: describe an organic reaction: reactants, conditions, products, and yield Reaction SMILES: C([NH:18][C@H:19]([C:34]([OH:36])=[O:35])[CH2:20][CH2:21][CH2:22][NH:23][C:24]([O:26][CH2:27][C:28]1[CH:33]=[CH:32][CH:31]=[CH:30][CH:29]=1)=[O:25])(OCC1C2C(=CC=CC=2)C2C1=CC=CC=2)=O.C(NCC)C>CN(C=O)C>[C:24]([NH:23][CH2:22][CH2:21][CH2:20][C@@H:19]([C:34]([OH:36])=[O:35])[NH2:18])([O:26][CH2:27][C:28]1[CH:33]=[CH:32][CH:31]=[CH:30][CH:29]=1)=[O:25]. Solvent: CN(C)C=O (DMF). Starting materials: C(=O)(OCC1C2=CC=CC=C2C2=CC=CC=C12)N[C@@H](CCCNC(=O)OCC1=CC=CC=C1)C(=O)O (Nα-Fmoc-Nδ-Cbz-L-ornithine), C(C)NCC (diethylamine). Conditions: time 2 hour. Yields the product C(=O)(OCC1=CC=CC=C1)NCCC[C@H](N)C(=O)O (Nδ-Cbz-L-ornithine). Reported procedure: The compound obtained in Example 8-5 (122.8 mg) was dissolved in DMF (2.6 ml). After the addition of diethylamine (0.26 ml), the mixture was stirred for 2 hours at room temperature. After the reaction, the solvent was removed by distillation under reduced pressure and the residue was dried under vacuum to obtain the title compound (133.5 mg). Isolated yield 199.4%. Reactants: [H-].[Na+] (sodium hydride), FC(S(=O)(=O)OCC(C(C(COCCCC)(F)F)(F)F)(F)F)(F)F (2,2,3,3,4,4-hexafluoro-5-butoxypentyl trifluoromethanesulfonate), C(CCC)C1=NC(=NC=C1)C1=CC=C(C=C1)O (4-butyl-2-(4-hydroxyphenyl)pyrimidine), [H][H] (hydrogen). Run in CN(C=O)C (N,N-dimethylformamide), C1(=CC=CC=C1)C (toluene), O (water), O (water). Reaction conditions: time 20 minute. Product: C(CCC)C=1C=NC(=NC1)C1=CC=C(C=C1)OCC(C(C(COCCCC)(F)F)(F)F)(F)F (5-Butyl-2-(4-(2,2,3,3,4,4-hexafluoro-5-butoxypentoxy)phenyl)pyrimidine). Isolated yield 108.3%. RXN SMILES: [H-].[Na+].C([C:7]1[CH:12]=[CH:11][N:10]=[C:9]([C:13]2[CH:18]=[CH:17][C:16]([OH:19])=[CH:15][CH:14]=2)[N:8]=1)CCC.[H][H].FC(F)(F)S(O[CH2:28][C:29]([F:43])([F:42])[C:30]([F:41])([F:40])[C:31]([F:39])([F:38])[CH2:32][O:33][CH2:34][CH2:35][CH2:36][CH3:37])(=O)=O>O.CN(C)C=O.C1(C)C=CC=CC=1>[CH2:9]([C:12]1[CH:11]=[N:10][C:9]([C:13]2[CH:14]=[CH:15][C:16]([O:19][CH2:28][C:29]([F:42])([F:43])[C:30]([F:40])([F:41])[C:31]([F:38])([F:39])[CH2:32][O:33][CH2:34][CH2:35][CH2:36][CH3:37])=[CH:17][CH:18]=2)=[N:8][CH:7]=1)[CH2:13][CH2:14][CH3:15] |f:0.1|. Reported procedure: Dry sodium hydride (0.5 g, 0.0206 moles) was weighed into a 100 ml flask in a glove bag under dry nitrogen. The flask was then fitted with a magnetic stir bar and a water-cooled condenser with a nitrogen inlet. 15 ml of toluene and 15 ml of anhydrous N,N-dimethylformamide were added, and then 2.5 g (0.0110 moles) of 4-butyl-2-(4-hydroxyphenyl)pyrimidine was added slowly to control the rate of hydrogen evolution. After stirring at room temperature for 20 minutes, 4.4 g (0.0110 moles) of 2,2,3,3,4...